describe an organic reaction: reactants, conditions, products, and yield From a dataset of the Open Reaction Database (ORD), a public repository of structured organic reaction records. Starting materials: [Na+], [OH-], O, COC(=O)Cc1n[nH]c2nc(NC(=O)C(C)C)nc(O)c12. The product is CC(C)C(=O)Nc1nc(O)c2c(CC(=O)O)n[nH]c2n1. RXN SMILES: [Na+:23].[OH-:22].[OH2:24].[OH:1][c:2]1[c:3]2[c:4]([n:5][c:6]([NH:8][C:9]([CH:10]([CH3:11])[CH3:12])=[O:13])[n:7]1)[nH:14][n:15][c:16]2[CH2:17][C:18](=[O:19])[O:20][CH3:21]>>[OH:1][c:2]1[c:3]2[c:4]([n:5][c:6]([NH:8][C:9]([CH:10]([CH3:11])[CH3:12])=[O:13])[n:7]1)[nH:14][n:15][c:16]2[CH2:17][C:18](=[O:19])[OH:20]. Reactants: C(C1=CC=CC=C1)Cl (benzyl chloride), C([O-])([O-])=O.[K+].[K+] (potassium carbonate), COC=1C=C2CC(C(C2=CC1OC)=O)CC1CCNCC1 (4-[(5,6-Dimethoxy-1-indanon-2-yl)methyl]piperidine). Reagents/catalysts: [I-].C(CCC)[N+](CCCC)(CCCC)CCCC (tetrabutylammonium iodide). Solvent: CC(=O)C (acetone), O (water). Run at temperature 60 celsius. The product is C(C1=CC=CC=C1)N1CCC(CC1)CC1C(C2=CC(=C(C=C2C1)OC)OC)=O (1-benzyl-4-[(5,6-dimethoxy-1-indanon-2-yl)methyl]piperidine). RXN SMILES: [CH3:1][O:2][C:3]1[CH:4]=[C:5]2[C:9](=[CH:10][C:11]=1[O:12][CH3:13])[C:8](=[O:14])[CH:7]([CH2:15][CH:16]1[CH2:21][CH2:20][NH:19][CH2:18][CH2:17]1)[CH2:6]2.[CH2:22](Cl)[C:23]1[CH:28]=[CH:27][CH:26]=[CH:25][CH:24]=1.C(=O)([O-])[O-].[K+].[K+]>CC(C)=O.[I-].C([N+](CCCC)(CCCC)CCCC)CCC.O>[CH2:22]([N:19]1[CH2:20][CH2:21][CH:16]([CH2:15][CH:7]2[CH2:6][C:5]3[C:9](=[CH:10][C:11]([O:12][CH3:13])=[C:3]([O:2][CH3:1])[CH:4]=3)[C:8]2=[O:14])[CH2:17][CH2:18]1)[C:23]1[CH:28]=[CH:27][CH:26]=[CH:25][CH:24]=1 |f:2.3.4,6.7|. Reported procedure: 4-[(5,6-Dimethoxy-1-indanon-2-yl)methyl]piperidine (4 g) was taken in acetone (60 ml). To which benzyl chloride (1.92 g), potassium carbonate (2.28 g) and a catalytic quantity of tetrabutylammonium iodide (TBAI) were added. The reaction mixture was heated at 60° C. and reaction was monitored on TLC. Solvent was removed by distillation after reaction completion and the residue was taken in water and extracted with ethyl acetate (100 ml). The organic extract was acidified with cone. HCl. The solve... Reactants: ClC1=C(C=NC2=CC=C(C=C12)Cl)CO (4,6-dichloroquinoline-3-methanol), S(=O)(Cl)Cl (thionyl chloride). Reaction conditions: time 24 hour. The product is ClCC=1C=NC2=CC=C(C=C2C1Cl)Cl (3-chloromethyl-4,6-dichloroquinoline). As a reaction SMILES: [Cl:1][C:2]1[C:11]2[C:6](=[CH:7][CH:8]=[C:9]([Cl:12])[CH:10]=2)[N:5]=[CH:4][C:3]=1[CH2:13]O.S(Cl)([Cl:17])=O>>[Cl:17][CH2:13][C:3]1[CH:4]=[N:5][C:6]2[C:11]([C:2]=1[Cl:1])=[CH:10][C:9]([Cl:12])=[CH:8][CH:7]=2. Reported procedure: 11.4 g. of 4,6-dichloroquinoline-3-methanol (0.05 mol.) are added in portions to 150 ml. of thionyl chloride. The reaction mixture is allowed to stand for 24 hours at room temperature. Then the solution is filtered and the excess thionyl chloride removed by a rotary evaporator. The residue is triturated with water, filtered off, washed again with water and dried in a desiccator over P2O5 to obtain 3-chloromethyl-4,6-dichloroquinoline; yield: 11.5 g. (93.5%); m.p. 102°-105°. Recrystallization fro... Reactants: BrC1=C(C=C(C=C1)I)F (1-Bromo-2-fluoro-4-iodobenzene), Cl (hydrochloric acid), ice, C(CC)C1=CC=C(C=C1)C#C (4-propylphenylacetylene). Reagents/catalysts: [Pd](Cl)Cl.C1(=CC=CC=C1)P(C1=CC=CC=C1)C1=CC=CC=C1.C1(=CC=CC=C1)P(C1=CC=CC=C1)C1=CC=CC=C1 (bis(triphenylphosphine) palladium(II) chloride), [Cu]I (copper(I) iodide). The solvent is C(C)NCC (diethylamine). Conditions: temperature 5 celsius. The product is BrC1=C(C=C(C=C1)C#CC1=CC=C(C=C1)CCC)F (4-bromo-3-fluoro-4'-propyltolane). The yield is 69.6%. Reaction SMILES: [Br:1][C:2]1[CH:7]=[CH:6][C:5](I)=[CH:4][C:3]=1[F:9].[CH2:10]([C:13]1[CH:18]=[CH:17][C:16]([C:19]#[CH:20])=[CH:15][CH:14]=1)[CH2:11][CH3:12].Cl>C(NCC)C.[Pd](Cl)Cl.C1(P(C2C=CC=CC=2)C2C=CC=CC=2)C=CC=CC=1.C1(P(C2C=CC=CC=2)C2C=CC=CC=2)C=CC=CC=1.[Cu]I>[Br:1][C:2]1[CH:7]=[CH:6][C:5]([C:20]#[C:19][C:16]2[CH:17]=[CH:18][C:13]([CH2:10][CH2:11][CH3:12])=[CH:14][CH:15]=2)=[CH:4][C:3]=1[F:9] |f:4.5.6|. Procedure details: 1-Bromo-2-fluoro-4-iodobenzene (15 g) was dissolved in diethylamine (17 ml) under nitrogen atmosphere, and then bis(triphenylphosphine) palladium(II) chloride (0.12 g) and copper(I) iodide (0.12 g) were added thereto, followed by stirring. The flask was cooled to 5° C. or lower, and then 4-propylphenylacetylene (8 g) was added dropwise thereto. After stirring at room temperature for 5 hours, the reaction solution was poured into a mixture of concentrated hydrochloric acid (10 ml) and ice (50 g)....